Task: describe an organic reaction: reactants, conditions, products, and yield. Dataset: the Open Reaction Database (ORD), a public repository of structured organic reaction records Reactants: C1(CC1)C1=NC=CC(=N1)O (2-Cyclopropylpyrimidin-4-ol), P(=O)(Cl)(Cl)Cl (phosphorous oxychloride). Reaction conditions: time 3 hour. The product is ClC1=NC(=NC=C1)C1CC1 (4-Chloro-2-cyclopropylpyrimidine). Reaction SMILES: [CH:1]1([C:4]2[N:9]=[C:8](O)[CH:7]=[CH:6][N:5]=2)[CH2:3][CH2:2]1.P(Cl)(Cl)([Cl:13])=O>>[Cl:13][C:8]1[CH:7]=[CH:6][N:5]=[C:4]([CH:1]2[CH2:3][CH2:2]2)[N:9]=1. Procedure: 2-Cyclopropylpyrimidin-4-ol (1.0 g, 7.34 mmol) was suspended in phosphorous oxychloride (5.0 mL, 53.6 mmol) and over the course of about one hour, the solid went into solution. After three hours, the solution was concentrated, diluted with ethyl acetate, washed with saturated sodium bicarbonate, water, saturated sodium chloride, dried over magnesium sulfate, filtered and concentrated. The crude mixture was purified by silica gel chromatography to yield the title compound.